This data is from the Open Reaction Database (ORD), a public repository of structured organic reaction records. The task is: describe an organic reaction: reactants, conditions, products, and yield The reactants are C(C)S(=O)(=O)N1CCC(CC1)C1=CNC2=C(C=C(C=C12)C1=CC=C(C=C1)C=O)C(=O)N (3-[1-(ethylsulfonyl)-4-piperidinyl]-5-(4-formylphenyl)-1H-indole-7-carboxamide), C(C)N (ethylamine), C(C)(=O)O[BH-](OC(C)=O)OC(C)=O.[Na+] (sodium triacetoxyborohydride). Run in CS(=O)C (DMSO), C(C)(=O)O (acetic acid). Conditions: time 2 hour. Product: C(C)NCC1=CC=C(C=C1)C=1C=C2C(=CNC2=C(C1)C(=O)N)C1CCN(CC1)S(=O)(=O)CC (5-{4-[(ethylamino)methyl]phenyl}-3-[1-(ethylsulfonyl)-4-piperidinyl]-1H-indole-7-carboxamide). Isolated yield 53.3%. RXN SMILES: [CH2:1]([S:3]([N:6]1[CH2:11][CH2:10][CH:9]([C:12]2[C:20]3[C:15](=[C:16]([C:29]([NH2:31])=[O:30])[CH:17]=[C:18]([C:21]4[CH:26]=[CH:25][C:24]([CH:27]=O)=[CH:23][CH:22]=4)[CH:19]=3)[NH:14][CH:13]=2)[CH2:8][CH2:7]1)(=[O:5])=[O:4])[CH3:2].[CH2:32]([NH2:34])[CH3:33].C(O[BH-](OC(=O)C)OC(=O)C)(=O)C.[Na+]>CS(C)=O.C(O)(=O)C>[CH2:32]([NH:34][CH2:27][C:24]1[CH:23]=[CH:22][C:21]([C:18]2[CH:19]=[C:20]3[C:15](=[C:16]([C:29]([NH2:31])=[O:30])[CH:17]=2)[NH:14][CH:13]=[C:12]3[CH:9]2[CH2:10][CH2:11][N:6]([S:3]([CH2:1][CH3:2])(=[O:4])=[O:5])[CH2:7][CH2:8]2)=[CH:26][CH:25]=1)[CH3:33] |f:2.3|. Procedure: To a solution of 3-[1-(ethylsulfonyl)-4-piperidinyl]-5-(4-formylphenyl)-1H-indole-7-carboxamide (20 mg, 0.046 mmol) in DMSO and acetic acid was added ethylamine (32 μL, 0.547 mmol). After 2 h, sodium triacetoxyborohydride (120 mg, 1.10 mmol) was added. Reaction mixture was stirred overnight. Compound was purified by Gilson Preparatory HPLC to afford 11.5 mg of the title compound (55%). The reactants are C(C1=CC=CC=C1)N1C(=O)C=2C=C(C=3N(C4=CC=CC=C4C3C2C1=O)CC1=CC=CC=C1)C1=CC=CC=C1 (N-benzyl-9-benzyl-1-phenylcarbazole-3,4-dicarboximide), [Cl-].[Al+3].[Cl-].[Cl-] (aluminum chloride). Solvent: C1=CC=CC=C1 (benzene). Conditions: time 3 hour. Product: C(C1=CC=CC=C1)N1C(=O)C=2C=C(C=3NC4=CC=CC=C4C3C2C1=O)C1=CC=CC=C1 (N-benzyl-1-phenylcarbazole-3,4-dicarboximide). Isolated yield 77.9%. Reaction SMILES: [CH2:1]([N:8]1[C:24](=[O:25])[C:23]2[C:22]3[C:21]4[C:16](=[CH:17][CH:18]=[CH:19][CH:20]=4)[N:15](CC4C=CC=CC=4)[C:14]=3[C:13]([C:33]3[CH:38]=[CH:37][CH:36]=[CH:35][CH:34]=3)=[CH:12][C:11]=2[C:9]1=[O:10])[C:2]1[CH:7]=[CH:6][CH:5]=[CH:4][CH:3]=1.[Cl-].[Al+3].[Cl-].[Cl-]>C1C=CC=CC=1>[CH2:1]([N:8]1[C:24](=[O:25])[C:23]2[C:22]3[C:21]4[C:16](=[CH:17][CH:18]=[CH:19][CH:20]=4)[NH:15][C:14]=3[C:13]([C:33]3[CH:38]=[CH:37][CH:36]=[CH:35][CH:34]=3)=[CH:12][C:11]=2[C:9]1=[O:10])[C:2]1[CH:3]=[CH:4][CH:5]=[CH:6][CH:7]=1 |f:1.2.3.4|. Procedure: 220 mg of N-benzyl-9-benzyl-1-phenylcarbazole-3,4-dicarboximide was dissolved in 30 ml of benzene. Thereto was added 240 mg of anhydrous aluminum chloride. The mixture was stirred at room temperature for 3 hours, washed with water and an aqueous saturated sodium chloride solution in this order, and dried over anhydrous magnesium sulfate. The solvent was removed by distillation under reduced pressure. The residue was recrystallized from n-propanol to obtain 140 mg (yield: 78%) of N-benzyl-1-pheny... Starting materials: NC1=NC2=CC=C(C=C2C(=N1)C1=CC(=CC=C1)Cl)C(O)(C1=CN=CN1C)C1=CC=C(C=C1)Cl (2-amino-4-(3-chlorophenyl)-α-(4-chlorophenyl)-α-(1-methyl-1H-imidazol-5-yl)-6-quinazolinemethanol), N(=C=O)C(C)C (2-isocyanato-propane). Reagents/catalysts: O (water). Run in C1CCOC1 (THF). Reaction conditions: temperature 60 celsius. Yields the product ClC=1C=C(C=CC1)C1=NC(=NC2=CC=C(C=C12)C(C1=CN=CN1C)(O)C1=CC=C(C=C1)Cl)NC(=O)NC(C)C (N-[4-(3-chlorophenyl)-6-[(4-chlorophenyl)hydroxy(1-methyl-1H-imidazol-5-yl)methyl]-2-quinazolinyl]-N′-(1-methylethyl)-urea). Isolated yield 20.4%. Reaction SMILES: [NH2:1][C:2]1[N:11]=[C:10]([C:12]2[CH:17]=[CH:16][CH:15]=[C:14]([Cl:18])[CH:13]=2)[C:9]2[C:4](=[CH:5][CH:6]=[C:7]([C:19]([C:27]3[CH:32]=[CH:31][C:30]([Cl:33])=[CH:29][CH:28]=3)([C:21]3[N:25]([CH3:26])[CH:24]=[N:23][CH:22]=3)[OH:20])[CH:8]=2)[N:3]=1.[N:34]([CH:37]([CH3:39])[CH3:38])=[C:35]=[O:36]>C1COCC1.O>[Cl:18][C:14]1[CH:13]=[C:12]([C:10]2[C:9]3[C:4](=[CH:5][CH:6]=[C:7]([C:19]([C:27]4[CH:28]=[CH:29][C:30]([Cl:33])=[CH:31][CH:32]=4)([OH:20])[C:21]4[N:25]([CH3:26])[CH:24]=[N:23][CH:22]=4)[CH:8]=3)[N:3]=[C:2]([NH:1][C:35]([NH:34][CH:37]([CH3:39])[CH3:38])=[O:36])[N:11]=2)[CH:17]=[CH:16][CH:15]=1. Procedure details: A mixture of 2-amino-4-(3-chlorophenyl)-α-(4-chlorophenyl)-α-(1-methyl-1H-imidazol-5-yl)-6-quinazolinemethanol (0.00021 mol) obtained in Example B19, and 2-isocyanato-propane (3 equiv, 0.00063 mol) in THF (1 ml) was heated at 60° C. for 5 hours. A few drops of water were added. The mixture was evaporated till dryness and purified by HPLC. The product fractions were collected and the solvent was evaporated, yielding 0.024 g (20.3%) of N-[4-(3-chlorophenyl)-6-[(4-chlorophenyl)hydroxy(1-methyl-1H-i... The reactants are O=C(O)Cc1ccc(Br)cc1, CC(=O)[O-], CC(=O)[O-], C1CCNC1, Cc1ccccc1, CC(C)(C)[O-], [Na+], O, [Pd+2]. Product: O=C(O)Cc1ccc(N2CCCC2)cc1. RXN SMILES: [Br:14][c:15]1[cH:16][cH:17][c:18]([CH2:21][C:22](=[O:23])[OH:24])[cH:19][cH:20]1.[C:30]([O-:31])(=[O:32])[CH3:33].[C:35]([O-:36])(=[O:37])[CH3:38].[CH2:25]1[CH2:26][CH2:27][NH:28][CH2:29]1.[CH3:1][c:2]1[cH:3][cH:4][cH:5][cH:6][cH:7]1.[CH3:8][C:9]([CH3:10])([O-:11])[CH3:12].[Na+:13].[OH2:39].[Pd+2:34]>>[c:15]1([N:28]2[CH2:27][CH2:26][CH2:25][CH2:29]2)[cH:16][cH:17][c:18]([CH2:21][C:22](=[O:23])[OH:24])[cH:19][cH:20]1. Starting materials: ClCCl, COC(C)(OC)c1cnc(N)cn1, CN(C)C=O, CS(=O)(=O)c1ccc(C(CC2CCCC2)C(=O)O)cc1Cl, O=C(Cl)C(=O)Cl, c1ccncc1. Product: COC(C)(OC)c1cnc(NC(=O)C(CC2CCCC2)c2ccc(S(C)(=O)=O)c(Cl)c2)cn1. Reaction SMILES: [CH2:47]([Cl:48])[Cl:49].[CH3:28][O:29][C:30]([CH3:31])([O:32][CH3:33])[c:34]1[n:35][cH:36][c:37]([NH2:40])[n:38][cH:39]1.[CH3:50][N:51]([CH3:52])[CH:53]=[O:54].[Cl:1][c:2]1[cH:3][c:4]([CH:12]([C:13](=[O:14])[OH:15])[CH2:16][CH:17]2[CH2:18][CH2:19][CH2:20][CH2:21]2)[cH:5][cH:6][c:7]1[S:8](=[O:9])(=[O:10])[CH3:11].[Cl:22][C:23]([C:24]([Cl:25])=[O:26])=[O:27].[cH:41]1[cH:42][cH:43][n:44][cH:45][cH:46]1>>[Cl:1][c:2]1[cH:3][c:4]([CH:12]([C:13](=[O:15])[NH:40][c:37]2[cH:36][n:35][c:34]([C:30]([O:29][CH3:28])([CH3:31])[O:32][CH3:33])[cH:39][n:38]2)[CH2:16][CH:17]2[CH2:18][CH2:19][CH2:20][CH2:21]2)[cH:5][cH:6][c:7]1[S:8](=[O:9])(=[O:10])[CH3:11]. The reactants are ClC1=C(C(=O)O)C=CC(=C1)Cl (2,4-dichlorobenzoic acid), FC1(CCN(CC1)C(CN)C=1C=NC(=NC1)C)F (2-(4,4-difluoropiperidin-1-yl)-2-(2-methylpyrimidin-5-yl)ethanamine). Product: ClC1=C(C(=O)NCC(C=2C=NC(=NC2)C)N2CCC(CC2)(F)F)C=CC(=C1)Cl (2,4-dichloro-N-(2-(4,4-difluoropiperidin-1-yl)-2-(2-methylpyrimidin-5-yl)ethyl)benzamide). RXN SMILES: [Cl:1][C:2]1[CH:10]=[C:9]([Cl:11])[CH:8]=[CH:7][C:3]=1[C:4]([OH:6])=O.[F:12][C:13]1([F:29])[CH2:18][CH2:17][N:16]([CH:19]([C:22]2[CH:23]=[N:24][C:25]([CH3:28])=[N:26][CH:27]=2)[CH2:20][NH2:21])[CH2:15][CH2:14]1>>[Cl:1][C:2]1[CH:10]=[C:9]([Cl:11])[CH:8]=[CH:7][C:3]=1[C:4]([NH:21][CH2:20][CH:19]([N:16]1[CH2:15][CH2:14][C:13]([F:29])([F:12])[CH2:18][CH2:17]1)[C:22]1[CH:23]=[N:24][C:25]([CH3:28])=[N:26][CH:27]=1)=[O:6]. Procedure: From 2,4-dichlorobenzoic acid and 2-(4,4-difluoropiperidin-1-yl)-2-(2-methylpyrimidin-5-yl)ethanamine. Reactants: [BH4-], CS(C)=O, COC(=O)c1sccc1C(C)I, Cl, [Na+]. Product: CCc1ccsc1C(=O)OC. RXN SMILES: [BH4-:13].[CH3:16][S:17]([CH3:18])=[O:19].[CH3:1][O:2][C:3](=[O:4])[c:5]1[s:6][cH:7][cH:8][c:9]1[CH:10]([CH3:11])[I:12].[ClH:15].[Na+:14]>>[CH3:1][O:2][C:3](=[O:4])[c:5]1[s:6][cH:7][cH:8][c:9]1[CH2:10][CH3:11].